From a dataset of the Open Reaction Database (ORD), a public repository of structured organic reaction records. describe an organic reaction: reactants, conditions, products, and yield Reactants: ClCCl, CC(=O)O, Cl, COC(=O)Oc1cc(Nc2ncnc3cc(O)c(OC)cc23)c(F)cc1C, CCOC(=O)N=NC(=O)OCC, c1ccc(P(c2ccccc2)c2ccccc2)cc1, OCCn1ccnc1. Yields the product COC(=O)Oc1cc(Nc2ncnc3cc(OCCn4ccnc4)c(OC)cc23)c(F)cc1C. Reaction SMILES: [CH2:72]([Cl:73])[Cl:74].[CH3:68][C:69](=[O:70])[OH:71].[ClH:13].[F:14][c:15]1[c:16]([NH:17][c:18]2[n:19][cH:20][n:21][c:22]3[cH:23][c:24]([OH:30])[c:25]([O:28][CH3:29])[cH:26][c:27]23)[cH:31][c:32]([O:36][C:37](=[O:38])[O:39][CH3:40])[c:33]([CH3:35])[cH:34]1.[O:1]=[C:2]([O:3][CH2:4][CH3:5])[N:6]=[N:7][C:8]([O:9][CH2:10][CH3:11])=[O:12].[c:41]1([P:42]([c:43]2[cH:44][cH:45][cH:46][cH:47][cH:48]2)[c:49]2[cH:50][cH:51][cH:52][cH:53][cH:54]2)[cH:55][cH:56][cH:57][cH:58][cH:59]1.[n:60]1([CH2:65][CH2:66][OH:67])[cH:61][n:62][cH:63][cH:64]1>>[F:14][c:15]1[c:16]([NH:17][c:18]2[n:19][cH:20][n:21][c:22]3[cH:23][c:24]([O:30][CH2:66][CH2:65][n:60]4[cH:61][n:62][cH:63][cH:64]4)[c:25]([O:28][CH3:29])[cH:26][c:27]23)[cH:31][c:32]([O:36][C:37](=[O:38])[O:39][CH3:40])[c:33]([CH3:35])[cH:34]1. Reported procedure: 2.5 g (13 mmol) of 3-methoxypyridine-2-carboxylic acid hydrochloride (m.p. 170° C. with decomp. (from ethyl acetate)), 5.5 ml (45 mmol) N-ethylmorpholine, 2 g (15 mmol) of 1-hydroxy-(1H)-benzotriazole, 4.7 g (13 mmol) of glycine octyl ester tosylate (prepared from glycine, octanol and p-Tos OH on a water separator using toluene) and 6.3 g (15 mmol) of CMC (cf. Example 146) were stirred for 48 h in 350 ml of anhydrous dichloromethane. Following a working up which was analogous to that in Example ... The reactants are Cl.COC=1C(=NC=CC1)C(=O)O (3-methoxypyridine-2-carboxylic acid hydrochloride), C(C)N1CCOCC1 (N-ethylmorpholine), ON1N=NC2=C1C=CC=C2 (1-hydroxy-(1H)-benzotriazole), S(=O)(=O)(O)C1=CC=C(C)C=C1.C(CCCCCCC)OC(CN)=O (glycine octyl ester tosylate), NCC(=O)O (glycine), p-Tos OH. Run in C1(=CC=CC=C1)C (toluene), O (water), C(CCCCCCC)O (octanol), ClCCl (dichloromethane). The product is C(CCCCCCC)OC(=O)CNC(=O)C1=NC=CC=C1OC (3-Methoxypyridine-2-carboxylic acid N-(((1-octyloxy)carbonyl)methyl)amide). As a reaction SMILES: Cl.[CH3:2][O:3][C:4]1[C:5]([C:10]([OH:12])=O)=[N:6][CH:7]=[CH:8][CH:9]=1.C(N1CCOCC1)C.ON1C2C=CC=CC=2N=N1.S(C1C=CC(C)=CC=1)(O)(=O)=O.[CH2:42]([O:50][C:51](=[O:54])[CH2:52][NH2:53])[CH2:43][CH2:44][CH2:45][CH2:46][CH2:47][CH2:48][CH3:49].NCC(O)=O>ClCCl.C1(C)C=CC=CC=1.O.C(O)CCCCCCC>[CH2:42]([O:50][C:51]([CH2:52][NH:53][C:10]([C:5]1[C:4]([O:3][CH3:2])=[CH:9][CH:8]=[CH:7][N:6]=1)=[O:12])=[O:54])[CH2:43][CH2:44][CH2:45][CH2:46][CH2:47][CH2:48][CH3:49] |f:0.1,4.5|. Starting materials: COC(=O)C1CCC(c2cc(C)on2)CC1, CN(C)C=O, O=C1CCC(=O)N1Cl. Yields the product COC(=O)C1CCC(c2noc(C)c2Cl)CC1. As a reaction SMILES: [CH3:1][O:2][C:3](=[O:4])[CH:5]1[CH2:6][CH2:7][CH:8]([c:11]2[n:12][o:13][c:14]([CH3:16])[cH:15]2)[CH2:9][CH2:10]1.[CH3:25][N:26]([CH3:27])[CH:28]=[O:29].[Cl:17][N:18]1[C:19](=[O:20])[CH2:21][CH2:22][C:23]1=[O:24]>>[CH3:1][O:2][C:3](=[O:4])[CH:5]1[CH2:6][CH2:7][CH:8]([c:11]2[n:12][o:13][c:14]([CH3:16])[c:15]2[Cl:17])[CH2:9][CH2:10]1. Reactants: OC1(CCN(CC1)C(=O)OC(C)(C)C)CS (tert-butyl 4-hydroxy-4-(mercaptomethyl)piperidine-1-carboxylate), FC=1C=C2C=CC(C(C2=CC1)=O)=O (6-fluoronaphthalene-1,2-dione). Run in C(C)#N (acetonitrile). Yields the product FC1=CC=C2C(C(C=C(C2=C1)SCC1(CCN(CC1)C(=O)OC(C)(C)C)O)=O)=O (tert-butyl 4-{[(7-fluoro-3,4-dioxo-3,4-dihydronaphthalen-1-yl)thio]methyl}-4-hydroxypiperidine-1-carboxylate). As a reaction SMILES: [OH:1][C:2]1([CH2:15][SH:16])[CH2:7][CH2:6][N:5]([C:8]([O:10][C:11]([CH3:14])([CH3:13])[CH3:12])=[O:9])[CH2:4][CH2:3]1.[F:17][C:18]1[CH:19]=[C:20]2[C:25](=[CH:26][CH:27]=1)[C:24](=[O:28])[C:23](=[O:29])[CH:22]=[CH:21]2>C(#N)C>[F:17][C:18]1[CH:19]=[C:20]2[C:25]([C:24](=[O:28])[C:23](=[O:29])[CH:22]=[C:21]2[S:16][CH2:15][C:2]2([OH:1])[CH2:7][CH2:6][N:5]([C:8]([O:10][C:11]([CH3:12])([CH3:13])[CH3:14])=[O:9])[CH2:4][CH2:3]2)=[CH:26][CH:27]=1. Reported procedure: tert-butyl 4-{[(7-fluoro-3,4-dioxo-3,4-dihydronaphthalen-1-yl)thio]methyl}-4-hydroxypiperidine-1-carboxylate was synthesized using tert-butyl 4-hydroxy-4-(mercaptomethyl)piperidine-1-carboxylate, 6-fluoronaphthalene-1,2-dione, acetonitrile as the solvent and conditions outlined in procedure F [step (i)]. The intermediate was purified by flash column chromatography (SiO2, 30% EtOAc in hexanes to 50% EtOAc in hexanes). Reactants: C#CC(C)O (1-butyn-3-ol), C(CC)=O (propionaldehyde), C(C)[Mg]Br (ethylmagnesium bromide). Product: CC(C#CC(CC)O)O (3-heptyne-2,5-diol). Isolated yield 64.0%. RXN SMILES: [CH:1]#[C:2][CH:3]([OH:5])[CH3:4].[CH:6](=[O:9])[CH2:7]C.[CH2:10]([Mg]Br)C>>[CH3:7][CH:6]([OH:9])[C:1]#[C:2][CH:3]([OH:5])[CH2:4][CH3:10]. Procedure: 0.5 mole of 1-butyn-3-ol was coupled with 0.5 mole of propionaldehyde under the influence of ethylmagnesium bromide according to Bull.Soc.Chim.(Fr.) 425 (1956) and 3-heptyne-2,5-diol (b.p. 109°-110° C at 2 mm Hg) was obtained in 64% yield. The alkyne diol was esterified with p-toluene sulfonylchloride as described in Example 1A and 3-heptyne-2,5-ditosylate (m.p. 69.5°-70.5° C) was obtained in 76% yield. The alkyne ditosylate was oxidised with aqueous potassium permanganate as described in Exampl... Starting materials: CS(=O)(=O)O, CO, Nc1ncccc1-c1cc(Cc2ccc(COc3ccccn3)cc2)no1. Yields the product CS(=O)(=O)O, Nc1ncccc1-c1cc(Cc2ccc(COc3ccccn3)cc2)no1. Reaction SMILES: [CH3:28][S:29]([OH:30])(=[O:31])=[O:32].[CH3:33][OH:34].[n:1]1[c:2]([O:7][CH2:8][c:9]2[cH:10][cH:11][c:12]([CH2:13][c:14]3[n:15][o:16][c:17](-[c:19]4[c:20]([NH2:25])[n:21][cH:22][cH:23][cH:24]4)[cH:18]3)[cH:26][cH:27]2)[cH:3][cH:4][cH:5][cH:6]1>>[CH3:28][S:29](=[O:30])(=[O:31])[OH:32].[n:1]1[c:2]([O:7][CH2:8][c:9]2[cH:10][cH:11][c:12]([CH2:13][c:14]3[n:15][o:16][c:17](-[c:19]4[c:20]([NH2:25])[n:21][cH:22][cH:23][cH:24]4)[cH:18]3)[cH:26][cH:27]2)[cH:3][cH:4][cH:5][cH:6]1.